Dataset: the Open Reaction Database (ORD), a public repository of structured organic reaction records. Task: describe an organic reaction: reactants, conditions, products, and yield Reactants: O=C([O-])[O-], C1CCOC1, CS(=O)(=O)Cl, CCOC(C)=O, [Cs+], [Cs+], O, CC(C)(C)OC(=O)N1CCC(O)CC1, Oc1ccc(S)cc1. Product: CC(C)(C)OC(=O)N1CCC(Sc2ccc(O)cc2)CC1. As a reaction SMILES: [C:20](=[O:21])([O-:22])[O-:23].[CH2:41]1[O:42][CH2:43][CH2:44][CH2:45]1.[CH3:1][S:2](=[O:3])(=[O:4])[Cl:5].[CH3:35][CH2:36][O:37][C:38]([CH3:39])=[O:40].[Cs+:24].[Cs+:25].[OH2:34].[OH:6][CH:7]1[CH2:8][CH2:9][N:10]([C:13](=[O:14])[O:15][C:16]([CH3:17])([CH3:18])[CH3:19])[CH2:11][CH2:12]1.[SH:26][c:27]1[cH:28][cH:29][c:30]([OH:33])[cH:31][cH:32]1>>[CH:7]1([S:26][c:27]2[cH:28][cH:29][c:30]([OH:33])[cH:31][cH:32]2)[CH2:8][CH2:9][N:10]([C:13](=[O:14])[O:15][C:16]([CH3:17])([CH3:18])[CH3:19])[CH2:11][CH2:12]1. Reactants: C(C)(C)(C)[Si](OC=1C(=CC=2C3CCC4(C(CCC4C3CCC2C1)=O)C)CC)(C)C (3-(tert-Butyl-dimethyl-silanyloxy)-2-ethyl-13-methyl-6,7,8,9,11,12,13,14,15,16-decahydro-cyclopenta[a]phenanthren-17-one), C(C)OP(OCC)(=O)CC#N (diethyl(cyanomethyl)phosphonate). Yields the product SiO2 hexane ethyl acetate, C(C)(C)(C)[Si](OC=1C(=CC=2C3CCC4(C(CCC4C3CCC2C1)=CC#N)C)CC)(C)C ([3-(tert-Butyl-dimethyl-silanyloxy)-2-ethyl-13-methyl-6,7,8,9,11,12,13,14,15,16-decahydro-cyclopenta[a]phenanthren-17-ylidene]-acetonitrile). Isolated yield 56.5%. RXN SMILES: [C:1]([Si:5]([CH3:29])([CH3:28])[O:6][C:7]1[C:8]([CH2:26][CH3:27])=[CH:9][C:10]2[CH:11]3[CH:19]([CH2:20][CH2:21][C:22]=2[CH:23]=1)[CH:18]1[C:14]([CH3:25])([C:15](=O)[CH2:16][CH2:17]1)[CH2:13][CH2:12]3)([CH3:4])([CH3:3])[CH3:2].C(OP([CH2:38][C:39]#[N:40])(=O)OCC)C>>[C:1]([Si:5]([CH3:29])([CH3:28])[O:6][C:7]1[C:8]([CH2:26][CH3:27])=[CH:9][C:10]2[CH:11]3[CH:19]([CH2:20][CH2:21][C:22]=2[CH:23]=1)[CH:18]1[C:14]([CH3:25])([C:15](=[CH:38][C:39]#[N:40])[CH2:16][CH2:17]1)[CH2:13][CH2:12]3)([CH3:3])([CH3:2])[CH3:4]. Procedure: The reaction was carried out as described in procedure C using silyl ether 12 (1 g, 2.6 mmol) and diethyl(cyanomethyl)phosphonate (691 mg, 631 μl, 3.9 mmol). Flash column chromatography (SiO2 hexane:ethyl acetate 20:1) afforded the two isomers 24 as a colourless oil (641 mg, 1.47 mmol, 57%). m/z (FAB) 435.3 (M+, 100%); HRMS (FAB+) calcd for C28H41ONSi 435.2957, found 435.2961. The reactants are FC(C(=O)N1CCC2=C(C(C1)C1CC1)C=CC(=C2)OC)(F)F (N-trifluoroacetyl-1-cyclopropyl-7-methoxy-2,3,4,5-tetrahydro-1H-3-benzazepine), BrN1C(CCC1=O)=O (N-bromosuccinimide). Solvent: C(C)#N (acetonitrile). Conditions: time 2 hour. The product is FC(C(=O)N1CCC2=C(C(C1)C1CC1)C=C(C(=C2)OC)Br)(F)F (N-Trifluoroacetyl-8-bromo-1-cyclopropyl-7-methoxy-2,3,4,5-tetrahydro-1H-3-benzazepine). Yield: 44.6%. Reaction SMILES: [F:1][C:2]([F:22])([F:21])[C:3]([N:5]1[CH2:11][CH:10]([CH:12]2[CH2:14][CH2:13]2)[C:9]2[CH:15]=[CH:16][C:17]([O:19][CH3:20])=[CH:18][C:8]=2[CH2:7][CH2:6]1)=[O:4].[Br:23]N1C(=O)CCC1=O>C(#N)C>[F:22][C:2]([F:1])([F:21])[C:3]([N:5]1[CH2:11][CH:10]([CH:12]2[CH2:14][CH2:13]2)[C:9]2[CH:15]=[C:16]([Br:23])[C:17]([O:19][CH3:20])=[CH:18][C:8]=2[CH2:7][CH2:6]1)=[O:4]. Reported procedure: A solution of N-trifluoroacetyl-1-cyclopropyl-7-methoxy-2,3,4,5-tetrahydro-1H-3-benzazepine (0.025 g, 0.08 mmol) in acetonitrile (1 mL) was treated with N-bromosuccinimide (0.032 g, 0.18 mmol) and stirred for 2 hrs. at 50 C. The product mixture was concentrated and then purified by flash chromatography (10% EtOAc in hexanes, silica) resulting in 0.014 g of a white solid. MS calculated for C15H15BrF3NO2+H: 378, observed: 378. Reactants: C(=O)(O)[O-].[Na+] (NaHCO3), OC(=O)C(F)(F)F.C(C)N(C=1C(=C(C(=O)OC)C=C(C1)C(F)(F)F)C)C1CCNCC1 (methyl 3-[ethyl(piperidin-4-yl)amino]-2-methyl-5-(trifluoromethyl)benzoate TFA salt), C=O (formaldehyde), C(C)(=O)O[BH-](OC(C)=O)OC(C)=O.[Na+] (sodium triacetoxyborohydride). Solvent: C(Cl)Cl (CH2Cl2), CC(=O)O (AcOH). Reaction conditions: temperature 23 celsius, time 2.5 day. Product: C(C)N(C=1C(=C(C(=O)OC)C=C(C1)C(F)(F)F)C)C1CCN(CC1)C (Methyl 3-[ethyl(1-methylpiperidin-4-yl)amino]-2-methyl-5-(trifluoromethyl)benzoate). Yield: 28.0%. RXN SMILES: O[C:2](C(F)(F)F)=O.[CH2:8]([N:10]([CH:26]1[CH2:31][CH2:30][NH:29][CH2:28][CH2:27]1)[C:11]1[C:12]([CH3:25])=[C:13]([CH:18]=[C:19]([C:21]([F:24])([F:23])[F:22])[CH:20]=1)[C:14]([O:16][CH3:17])=[O:15])[CH3:9].C=O.C(O[BH-](OC(=O)C)OC(=O)C)(=O)C.[Na+].C([O-])(O)=O.[Na+]>C(Cl)Cl.CC(O)=O>[CH2:8]([N:10]([CH:26]1[CH2:31][CH2:30][N:29]([CH3:2])[CH2:28][CH2:27]1)[C:11]1[C:12]([CH3:25])=[C:13]([CH:18]=[C:19]([C:21]([F:24])([F:23])[F:22])[CH:20]=1)[C:14]([O:16][CH3:17])=[O:15])[CH3:9] |f:0.1,3.4,5.6|. Procedure details: To a stirred solution of methyl 3-[ethyl(piperidin-4-yl)amino]-2-methyl-5-(trifluoromethyl)benzoate TFA salt (crude material, 5.30 g, 12.0 mmol) in CH2Cl2 (150 mL) and AcOH (10 mL) was added formaldehyde (15 mL, 44% aqueous solution) and sodium triacetoxyborohydride (6.40 g, 30.0 mmol). The reaction mixture was stirred at 23° C. for 2.5 days. Then saturated NaHCO3 was added and the mixture was separated. The aqueous layer was extracted with CH2Cl2 (3×50 mL) and the combined organic layers were c... Starting materials: C(C)OC(CS(=O)(=O)C1=CC=C(C=C1)OCC#CC)=O ((4-but-2-ynyloxy-benzenesulfonyl)-acetic acid ethyl ester), Cl.C(C)(C)N(CCCl)CCCl (isopropyl [bis(2-chloroethyl)]amine hydrochloride), brown oil. Yields the product C(C#CC)OC1=CC=C(C=C1)S(=O)(=O)C1(CCN(CC1)C(C)C)C(=O)OCC (Ethyl 4-{[4-(2-butynyloxy)phenyl]sulfonyl}-1-isopropyl-4-piperidine carboxylate). Yield: 64.0%. RXN SMILES: [CH2:1]([O:3][C:4](=[O:20])[CH2:5][S:6]([C:9]1[CH:14]=[CH:13][C:12]([O:15][CH2:16][C:17]#[C:18][CH3:19])=[CH:11][CH:10]=1)(=[O:8])=[O:7])[CH3:2].Cl.[CH:22]([N:25]([CH2:29][CH2:30]Cl)[CH2:26][CH2:27]Cl)([CH3:24])[CH3:23]>>[CH2:16]([O:15][C:12]1[CH:11]=[CH:10][C:9]([S:6]([C:5]2([C:4]([O:3][CH2:1][CH3:2])=[O:20])[CH2:30][CH2:29][N:25]([CH:22]([CH3:24])[CH3:23])[CH2:26][CH2:27]2)(=[O:7])=[O:8])=[CH:14][CH:13]=1)[C:17]#[C:18][CH3:19] |f:1.2|. Reported procedure: Ethyl 4-{[4-(2-butynyloxy)phenyl]sulfonyl}-1-isopropyl-4-piperidine carboxylate was prepared according to the general method as outlined in example 1 (step 6), starting from (4-but-2-ynyloxy-benzenesulfonyl)-acetic acid ethyl ester (6 g, 20.3 mmol) and isopropyl [bis(2-chloroethyl)]amine hydrochloride (4.88 g, 22.3 mmol); 5.28 g brown oil. Yield 64%; MS: 408.2 (M+H)+ Reactants: OC1(C=2C=CC(=NC2CCC1)C)C1=CC=CC=C1 (5-hydroxy-5-phenyl-5,6,7,8-tetrahydroquinaldine), C1(=CC=C(C=C1)S(=O)(=O)O)C (para-toluenesulfonic acid), C1(=CC=CC=C1)C(C)C (cumene). The reagents and catalysts are [Pd] (palladium on carbon). Solvent: Cl (hydrochloric acid). The product is C1(=CC=CC=C1)C1=C2C=CC(=NC2=CC=C1)C (5-Phenylquinaldine). Reaction SMILES: O[C:2]1([C:13]2[CH:18]=[CH:17][CH:16]=[CH:15][CH:14]=2)[CH2:11][CH2:10][CH2:9][C:8]2[N:7]=[C:6]([CH3:12])[CH:5]=[CH:4][C:3]1=2.C1(C)C=CC(S(O)(=O)=O)=CC=1.C1(C(C)C)C=CC=CC=1>[Pd].Cl>[C:13]1([C:2]2[CH:11]=[CH:10][CH:9]=[C:8]3[C:3]=2[CH:4]=[CH:5][C:6]([CH3:12])=[N:7]3)[CH:14]=[CH:15][CH:16]=[CH:17][CH:18]=1. Procedure details: A mixture of 20 g (0.084 mole) of 5-hydroxy-5-phenyl-5,6,7,8-tetrahydroquinaldine, 10 g of 10% palladium on carbon, 2.3 g of para-toluenesulfonic acid and 200 ml of cumene was heated at its reflux temperature for 24 hours. The mixture was filtered hot, and then the filtrate was evaporated to provide a residue. This residue was dissolved in dilute hydrochloric acid. This solution was extracted with diethyl ether and the acid layer was then neutralized with 50% aqueous sodium hydroxide solution. T... The reactants are C([O-])([O-])=O.[K+].[K+] (potassium carbonate), BrC1CCOCC1 (4-bromotetrahydro-2H-pyran), [I-].[Na+] (sodium iodide), O=S1(N=C2N(CC1)C=CC=C2C2=CC=C(C=C2)O)=O (4-(2,2-dioxido-3,4-dihydropyrido[2,1-c][1,2,4]thiadiazin-9-yl)phenol), [OH-].[Na+] (NaOH). Solvent: CS(=O)C (DMSO). Run at temperature 160 celsius, time 24 hour. The product is O1CCC(CC1)OC1=CC=C(C=C1)C1=CC=CN2C1=NS(CC2)(=O)=O (9-[4-(tetrahydro-2H-pyran-4-yloxy)phenyl]-3,4-dihydropyrido[2,1-c][1,2,4]thiadiazine 2,2-dioxide). Isolated yield 17.0%. Reaction SMILES: C(=O)([O-])[O-].[K+].[K+].Br[CH:8]1[CH2:13][CH2:12][O:11][CH2:10][CH2:9]1.[I-].[Na+].[O:16]=[S:17]1(=[O:34])[CH2:22][CH2:21][N:20]2[CH:23]=[CH:24][CH:25]=[C:26]([C:27]3[CH:32]=[CH:31][C:30]([OH:33])=[CH:29][CH:28]=3)[C:19]2=[N:18]1.[OH-].[Na+]>CS(C)=O>[O:11]1[CH2:12][CH2:13][CH:8]([O:33][C:30]2[CH:29]=[CH:28][C:27]([C:26]3[C:19]4=[N:18][S:17](=[O:34])(=[O:16])[CH2:22][CH2:21][N:20]4[CH:23]=[CH:24][CH:25]=3)=[CH:32][CH:31]=2)[CH2:9][CH2:10]1 |f:0.1.2,4.5,7.8|. Reported procedure: A mixture of potassium carbonate (750 mg), 4-bromotetrahydro-2H-pyran (896 mg), sodium iodide (814 mg) and 4-(2,2-dioxido-3,4-dihydropyrido[2,1-c][1,2,4]thiadiazin-9-yl)phenol (300 mg) in DMSO (5 mL) was stirred at 150° C. overnight and 160° C. for 24 hr. The mixture was poured into 1N NaOH aq. and extracted with EtOAc. The organic layer was separated, washed with 1N NaOH aq. and brine, dried over anhydrous magnesium sulfate and concentrated in vacuo. The residue was purified by column chromatog... The reactants are OC1CC(NC(C1)(C)C)(C)C (4-hydroxy-2,2,6,6-tetramethylpiperidine), C(CCCCC(=O)OCC1CO1)(=O)OCC1CO1 (bis(2,3-epoxypropyl) adipate). Product: OC(COC(CCCCC(=O)OCC(CN1C(CC(CC1(C)C)O)(C)C)O)=O)CN1C(CC(CC1(C)C)O)(C)C (bis[2-hydroxy-3-(4-hydroxy-2,2,6,6-tetramethylpiperidino)propyl]adipate). Reaction SMILES: [OH:1][CH:2]1[CH2:7][C:6]([CH3:9])([CH3:8])[NH:5][C:4]([CH3:11])([CH3:10])[CH2:3]1.[C:12]([O:25][CH2:26][CH:27]1[O:29][CH2:28]1)(=[O:24])[CH2:13][CH2:14][CH2:15][CH2:16][C:17]([O:19][CH2:20][CH:21]1[O:23][CH2:22]1)=[O:18]>>[OH:23][CH:21]([CH2:22][N:5]1[C:6]([CH3:8])([CH3:9])[CH2:7][CH:2]([OH:1])[CH2:3][C:4]1([CH3:11])[CH3:10])[CH2:20][O:19][C:17](=[O:18])[CH2:16][CH2:15][CH2:14][CH2:13][C:12]([O:25][CH2:26][CH:27]([OH:29])[CH2:28][N:5]1[C:4]([CH3:11])([CH3:10])[CH2:3][CH:2]([OH:1])[CH2:7][C:6]1([CH3:9])[CH3:8])=[O:24]. Reported procedure: A mixture of 18.0 g of 4-hydroxy-2,2,6,6-tetramethylpiperidine and 11.3 g of bis(2,3-epoxypropyl) adipate was reacted and treated following substantially the same procedure as described in Example 45. The desired Compound No. 122 was obtained in the form of a pale yellow, very viscous product having an Rf value of 0.33 on thin-layer chromatography on silica gel developed with a 20:4:2:1 by volume mixture of ethyl acetate, benzene, ethanol and triethylamine.